This data is from the Open Reaction Database (ORD), a public repository of structured organic reaction records. The task is: describe an organic reaction: reactants, conditions, products, and yield Starting materials: C(C)[C@@H]1C(N[C@@H]1CO)=O ((±)-cis-3-ethyl-4-hydroxymethyl-2-azetidinone), N1C=NC=C1 (imidazole), [Si](C)(C)(C(C)(C)C)Cl (t-butyldimethylsilyl chloride). Run in CN(C=O)C (dimethylformamide). The product is C(C)[C@@H]1C(N[C@@H]1CO[Si](C)(C)C(C)(C)C)=O ((±)-cis-3-Ethyl-4-t-butyldimethylsilyloxymethyl-2-azetidinone). As a reaction SMILES: [CH2:1]([C@H:3]1[C@@H:6]([CH2:7][OH:8])[NH:5][C:4]1=[O:9])[CH3:2].N1C=CN=C1.[Si:15](Cl)([C:18]([CH3:21])([CH3:20])[CH3:19])([CH3:17])[CH3:16]>CN(C)C=O>[CH2:1]([C@H:3]1[C@@H:6]([CH2:7][O:8][Si:15]([C:18]([CH3:21])([CH3:20])[CH3:19])([CH3:17])[CH3:16])[NH:5][C:4]1=[O:9])[CH3:2]. Procedure details: 187 mg of (±)-cis-3-ethyl-4-hydroxymethyl-2-azetidinone, 300 mg of imidazole, and 300 mg of t-butyldimethylsilyl chloride in 3 ml dry dimethylformamide (DMF) were stirred at room temperature for 2 hours. The mixture was concentrated to dryness and 25 ml of H2O:EtOAc (2:3) were added. The mixture was washed 3 times with 3 ml of H2O to remove DMF and imidazole and then dried over Na2SO4 and concentrated to yield the titled compound as white crystals. NMR (CDCl3): δ0.06 (6H, s), 0.89 (9H, s), 1.06 ...